The task is: describe an organic reaction: reactants, conditions, products, and yield. This data is from the Open Reaction Database (ORD), a public repository of structured organic reaction records. Starting materials: OC1=C(C(=O)OC)C=CC(=C1)OCC1=CC=C(C=C1)OC (Methyl 2-hydroxy-4-[(4-methoxybenzyl)oxy]benzoate), C1(CC1)N (cyclopropyl amine). Yields the product C1(CC1)NC(C1=C(C=C(C=C1)OCC1=CC=C(C=C1)OC)O)=O (N-Cyclopropyl-2-hydroxy-4-[(4-methoxybenzyl)oxy]benzamide). RXN SMILES: [OH:1][C:2]1[CH:11]=[C:10]([O:12][CH2:13][C:14]2[CH:19]=[CH:18][C:17]([O:20][CH3:21])=[CH:16][CH:15]=2)[CH:9]=[CH:8][C:3]=1[C:4]([O:6]C)=O.[CH:22]1([NH2:25])[CH2:24][CH2:23]1>>[CH:22]1([NH:25][C:4](=[O:6])[C:3]2[CH:8]=[CH:9][C:10]([O:12][CH2:13][C:14]3[CH:19]=[CH:18][C:17]([O:20][CH3:21])=[CH:16][CH:15]=3)=[CH:11][C:2]=2[OH:1])[CH2:24][CH2:23]1. Reported procedure: Methyl 2-hydroxy-4-[(4-methoxybenzyl)oxy]benzoate (Percec, V; Tomazos, D. J. Mater. Chem. 1993, 3, 643-650) (530 mg, 1.83 mmol) was dissolved in cyclopropyl amine (3 mL) and left at room temperature for a week. The volatiles were removed in vacuo and the residue was purified by silica gel flash chromatography (040% ethyl acetate in petroleum ether) to give the subtitled compound (407 mg). Starting materials: CC1=C(N=C(O1)C1=CC=C(C=C1)C)CO[C@H]1C[C@H](CCC1)COC(C(=O)OC(C)(C)C)(C)C (tert-butyl 2-[cis-3-(5-methyl-2-p-tolyloxazol-4-ylmethoxy)cyclo-hexylmethoxy]-2-methylpropionate). Run in FC(C(=O)O)(F)F (trifluoroacetic acid). The product is CC1=C(N=C(O1)C1=CC=C(C=C1)C)CO[C@H]1C[C@H](CCC1)COC(C(=O)O)(C)C (2-[cis-3-(5-methyl-2-p-tolyloxazol-4-ylmethoxy)cyclohexylmethoxy]-2-methylpropionic acid). Isolated yield 37.6%. RXN SMILES: [CH3:1][C:2]1[O:6][C:5]([C:7]2[CH:12]=[CH:11][C:10]([CH3:13])=[CH:9][CH:8]=2)=[N:4][C:3]=1[CH2:14][O:15][C@@H:16]1[CH2:21][CH2:20][CH2:19][C@H:18]([CH2:22][O:23][C:24]([CH3:33])([CH3:32])[C:25]([O:27]C(C)(C)C)=[O:26])[CH2:17]1>FC(F)(F)C(O)=O>[CH3:1][C:2]1[O:6][C:5]([C:7]2[CH:8]=[CH:9][C:10]([CH3:13])=[CH:11][CH:12]=2)=[N:4][C:3]=1[CH2:14][O:15][C@@H:16]1[CH2:21][CH2:20][CH2:19][C@H:18]([CH2:22][O:23][C:24]([CH3:33])([CH3:32])[C:25]([OH:27])=[O:26])[CH2:17]1. Reported procedure: 200 mg of tert-butyl 2-[cis-3-(5-methyl-2-p-tolyloxazol-4-ylmethoxy)cyclo-hexylmethoxy]-2-methylpropionate are stirred in 2 ml of trifluoroacetic acid for 1 h. The solution is concentrated completely and purified by flash chromatography (heptane/ethyl acetate 5/1) giving 66 mg of 2-[cis-3-(5-methyl-2-p-tolyloxazol-4-ylmethoxy)cyclohexylmethoxy]-2-methylpropionic acid. Starting materials: C(=O)(Cl)Cl (phosgene), C1(=CC=CC=C1)O (phenol), CN(C(=O)N(C)C)C (N,N,N',N'-tetramethyl urea), C(=O)(Cl)Cl (phosgene), C(=O)(Cl)Cl (phosgene). Conditions: temperature 120 celsius. The product is C1(=CC=CC=C1)OC(=O)Cl (chloroformic acid phenyl ester). The yield is 99.0%. As a reaction SMILES: [C:1]([Cl:4])(Cl)=[O:2].[C:5]1([OH:11])[CH:10]=[CH:9][CH:8]=[CH:7][CH:6]=1.CN(C)C(N(C)C)=O>>[C:5]1([O:11][C:1]([Cl:4])=[O:2])[CH:10]=[CH:9][CH:8]=[CH:7][CH:6]=1. Reported procedure: In a reaction vessel provided with stirrer, thermometer and introduction tube for phosgene, a mixture of 94 g of phenol and 4.4 g of N,N,N',N'-tetramethyl urea were heated at 120° C and phosgene was led through at a speed of 100 g per hour. The introduction of phosgene was interrupted after 5 hours and the reaction mixture was distilled. 144 g (=92% of the theoretical amount) of a 99% chloroformic acid phenyl ester were obtained. Reactants: C(=O)(NC1CCCCC1)NC1CCCCC1 (dicyclohexylurea), C1(CCCCC1)N=C=NC1CCCCC1 (dicyclohexylcarbodiimide), OC1=C(C(=NC2=C(C=CC=C12)C(F)(F)F)C(CC)O)C(=O)NC=1SC=CN1 (4-hydroxy-2-(1-hydroxypropyl)-N-(2-thiazolyl)-8 trifluoromethyl-3-quinoline carboxamide), C(CC)(=O)O (propionic acid). Reagents/catalysts: CN(C1=CC=NC=C1)C (4-dimethylamino-pyridine). Run in C(Cl)Cl (methylene chloride). The product is OC1=C(C(=NC2=C(C=CC=C12)C(F)(F)F)C(CC)OC(CC)=O)C(=O)NC=1SC=CN1 (4-hydroxy-2-[1-(1-oxopropoxy)-propyl]-N-(2-thiazolyl)-8-trifluoromethyl-3-quinoline carboxamide). RXN SMILES: C1(N=C=NC2CCCCC2)CCCCC1.[OH:16][C:17]1[C:26]2[C:21](=[C:22]([C:27]([F:30])([F:29])[F:28])[CH:23]=[CH:24][CH:25]=2)[N:20]=[C:19]([CH:31]([OH:34])[CH2:32][CH3:33])[C:18]=1[C:35]([NH:37][C:38]1[S:39][CH:40]=[CH:41][N:42]=1)=[O:36].[C:43](O)(=[O:46])[CH2:44][CH3:45].C(NC1CCCCC1)(NC1CCCCC1)=O>C(Cl)Cl.CN(C)C1C=CN=CC=1>[OH:16][C:17]1[C:26]2[C:21](=[C:22]([C:27]([F:29])([F:28])[F:30])[CH:23]=[CH:24][CH:25]=2)[N:20]=[C:19]([CH:31]([O:34][C:43](=[O:46])[CH2:44][CH3:45])[CH2:32][CH3:33])[C:18]=1[C:35]([NH:37][C:38]1[S:39][CH:40]=[CH:41][N:42]=1)=[O:36]. Reported procedure: 1.24 g of dicyclohexylcarbodiimide were added to a suspension of 2 g of 4-hydroxy-2-(1-hydroxypropyl)-N-(2-thiazolyl)-8 trifluoromethyl-3-quinoline carboxamide [prepared as in Step C of Example 10 of Belgian Patent No. 896,941]and 0.4 ml of propionic acid in 20 ml of methylene chloride After stirring for 5 minutes, 0.30 g of 4-dimethylamino-pyridine were added and the mixture stood for an hour with stirring at ambient temperature The dicyclohexylurea formed was filtered off and the organic phase...